describe an organic reaction: reactants, conditions, products, and yield From a dataset of the Open Reaction Database (ORD), a public repository of structured organic reaction records. Starting materials: COC(=O)NC=CC1=CC=C(OCC2CO2)C=C1 (1-[p-(2-methoxycarbonylaminovinyl)-phenoxy]-2,3-epoxypropane), NC(CC#N)C (β-aminobutyronitrile). Run in C(C)#N (acetonitrile), C(C)#N (acetonitrile). Reaction conditions: time 20 hour. The product is COC(=O)NC=CC1=CC=C(OCC(CNC(CC#N)C)O)C=C1 (1-[p-(2-methoxycarbonylaminovinyl)-phenoxy]-2-hydroxy-3-(2-cyano-1-methylethyl-amino)-propane). RXN SMILES: [CH3:1][O:2][C:3]([NH:5][CH:6]=[CH:7][C:8]1[CH:18]=[CH:17][C:11]([O:12][CH2:13][CH:14]2[O:16][CH2:15]2)=[CH:10][CH:9]=1)=[O:4].[NH2:19][CH:20]([CH3:24])[CH2:21][C:22]#[N:23]>C(#N)C>[CH3:1][O:2][C:3]([NH:5][CH:6]=[CH:7][C:8]1[CH:18]=[CH:17][C:11]([O:12][CH2:13][CH:14]([OH:16])[CH2:15][NH:19][CH:20]([CH3:24])[CH2:21][C:22]#[N:23])=[CH:10][CH:9]=1)=[O:4]. Procedure details: 3.0 g (0.012 mol) of 1-[p-(2-methoxycarbonylaminovinyl)-phenoxy]-2,3-epoxypropane are dissolved in 25 ml of acetonitrile and added dropwise to a boiling stirred solution of 0.96 g (0.011 mol) of β-aminobutyronitrile in 20 ml of acetonitrile. The mixture is stirred for 20 hours under reflux, the solvent is removed by distillation under reduced pressure and the oil which remains is partitioned between 150 ml of 0.1 N hydrochloric acid and 100 ml of ethyl acetate. The hydrochloric acid extract is s... Starting materials: CCO, COC(=O)c1ccc(NC2CCN(Cc3ccccc3)CC2)cc1, O=C[O-], [NH4+]. The product is COC(=O)c1ccc(NC2CCNCC2)cc1. Reaction SMILES: [CH3:29][CH2:30][OH:31].[CH3:5][O:6][C:7]([c:8]1[cH:9][cH:10][c:11]([NH:14][CH:15]2[CH2:16][CH2:17][N:18]([CH2:21][c:22]3[cH:23][cH:24][cH:25][cH:26][cH:27]3)[CH2:19][CH2:20]2)[cH:12][cH:13]1)=[O:28].[CH:1]([O-:2])=[O:3].[NH4+:4]>>[CH3:5][O:6][C:7]([c:8]1[cH:9][cH:10][c:11]([NH:14][CH:15]2[CH2:16][CH2:17][NH:18][CH2:19][CH2:20]2)[cH:12][cH:13]1)=[O:28].